This data is from the Open Reaction Database (ORD), a public repository of structured organic reaction records. The task is: describe an organic reaction: reactants, conditions, products, and yield Reactants: CC(C)(C)c1ccc(OCC2CO2)cc1, O=C1C(=O)c2ccc(-c3ccccc3)cc2C2=C1SCC1(CCNCC1)O2. Product: CC(C)(C)c1ccc(OCC(O)CN2CCC3(CC2)CSC2=C(O3)c3cc(-c4ccccc4)ccc3C(=O)C2=O)cc1. As a reaction SMILES: [C:28]([CH3:29])([CH3:30])([CH3:31])[c:32]1[cH:33][cH:34][c:35]([O:36][CH2:37][CH:38]2[O:39][CH2:40]2)[cH:41][cH:42]1.[c:1]1(-[c:7]2[cH:8][cH:9][c:10]3[c:24]([cH:25]2)[C:14]2=[C:13]([C:12](=[O:26])[C:11]3=[O:27])[S:18][CH2:17][C:16]3([O:15]2)[CH2:19][CH2:20][NH:21][CH2:22][CH2:23]3)[cH:2][cH:3][cH:4][cH:5][cH:6]1>>[c:1]1(-[c:7]2[cH:8][cH:9][c:10]3[c:24]([cH:25]2)[C:14]2=[C:13]([C:12](=[O:26])[C:11]3=[O:27])[S:18][CH2:17][C:16]3([O:15]2)[CH2:19][CH2:20][N:21]([CH2:40][CH:38]([CH2:37][O:36][c:35]2[cH:34][cH:33][c:32]([C:28]([CH3:29])([CH3:30])[CH3:31])[cH:42][cH:41]2)[OH:39])[CH2:22][CH2:23]3)[cH:2][cH:3][cH:4][cH:5][cH:6]1. Reactants: CN(C)CC1=CC2=C(CN(CC2)C(C2=CC=C(C=C2)C(C2=CC=CC=C2)=O)=O)O1 (N,N-Dimethyl-[6-(4-benzoylbenzoyl)-4,5,6,7-tetrahydrofuro[2,3-c]pyridin-2-ylmethyl]amine), Cl (hydrogen chloride). Run in CO (methanol), C(C)(=O)OCC (ethyl acetate). Product: Cl.CN(C)CC1=CC2=C(CN(CC2)C(C2=CC=C(C=C2)C(C2=CC=CC=C2)=O)=O)O1 (N,N-dimethyl-[6-(4-benzoylbenzoyl)-4,5,6,7-tetrahydrofuro[2,3-c]pyridin-2-ylmethyl]amine hydrochloride). As a reaction SMILES: [CH3:1][N:2]([CH2:4][C:5]1[O:29][C:8]2[CH2:9][N:10]([C:13](=[O:28])[C:14]3[CH:19]=[CH:18][C:17]([C:20](=[O:27])[C:21]4[CH:26]=[CH:25][CH:24]=[CH:23][CH:22]=4)=[CH:16][CH:15]=3)[CH2:11][CH2:12][C:7]=2[CH:6]=1)[CH3:3].[ClH:30]>CO.C(OCC)(=O)C>[ClH:30].[CH3:3][N:2]([CH2:4][C:5]1[O:29][C:8]2[CH2:9][N:10]([C:13](=[O:28])[C:14]3[CH:19]=[CH:18][C:17]([C:20](=[O:27])[C:21]4[CH:26]=[CH:25][CH:24]=[CH:23][CH:22]=4)=[CH:16][CH:15]=3)[CH2:11][CH2:12][C:7]=2[CH:6]=1)[CH3:1] |f:4.5|. Procedure: N,N-Dimethyl-[6-(4-benzoylbenzoyl)-4,5,6,7-tetrahydrofuro[2,3-c]pyridin-2-ylmethyl]amine 0.329 g was dissolved in 2 ml of methanol; hydrogen chloride in ethyl acetate was added in excess, followed by stirring. After this mixture was concentrated, the resulting solid was recrystallized from methanol-diethyl ether to yield the desired product. Reactants: C1COCCN1, Cc1ccccc1, O=[N+]([O-])c1cccc(CCl)c1. The product is O=[N+]([O-])c1cccc(CN2CCOCC2)c1. As a reaction SMILES: [CH2:12]1[CH2:13][O:14][CH2:15][CH2:16][NH:17]1.[CH3:18][c:19]1[cH:20][cH:21][cH:22][cH:23][cH:24]1.[Cl:1][CH2:2][c:3]1[cH:4][c:5]([N+:9](=[O:10])[O-:11])[cH:6][cH:7][cH:8]1>>[CH2:2]([c:3]1[cH:4][c:5]([N+:9](=[O:10])[O-:11])[cH:6][cH:7][cH:8]1)[N:17]1[CH2:12][CH2:13][O:14][CH2:15][CH2:16]1. The reactants are CCN(C(C)C)C(C)C, CCOC(=O)Cl, ClCCl, Cl, NCCc1ccsc1. Yields the product CCOC(=O)NCCc1ccsc1. As a reaction SMILES: [CH:1]([N:2]([CH:3]([CH3:4])[CH3:5])[CH2:6][CH3:7])([CH3:8])[CH3:9].[Cl:19][C:20](=[O:21])[O:22][CH2:23][CH3:24].[Cl:25][CH2:26][Cl:27].[ClH:10].[s:11]1[cH:12][c:13]([CH2:16][CH2:17][NH2:18])[cH:14][cH:15]1>>[s:11]1[cH:12][c:13]([CH2:16][CH2:17][NH:18][C:20](=[O:21])[O:22][CH2:23][CH3:24])[cH:14][cH:15]1. Reactants: CCO, ClCCN1CCCCC1, CS(=O)(=O)Nc1ccc(NS(C)(=O)=O)c(S)c1. Yields the product Cl, CS(=O)(=O)Nc1ccc(NS(C)(=O)=O)c(SCCN2CCCCC2)c1. As a reaction SMILES: [CH3:27][CH2:28][OH:29].[N:18]1([CH2:24][CH2:25][Cl:26])[CH2:19][CH2:20][CH2:21][CH2:22][CH2:23]1.[SH:1][c:2]1[c:3]([NH:13][S:14](=[O:15])(=[O:16])[CH3:17])[cH:4][cH:5][c:6]([NH:8][S:9](=[O:10])(=[O:11])[CH3:12])[cH:7]1>>[ClH:26].[S:1]([c:2]1[c:3]([NH:13][S:14](=[O:15])(=[O:16])[CH3:17])[cH:4][cH:5][c:6]([NH:8][S:9](=[O:10])(=[O:11])[CH3:12])[cH:7]1)[CH2:25][CH2:24][N:18]1[CH2:19][CH2:20][CH2:21][CH2:22][CH2:23]1. Reactants: C1CCOC1, Cc1cc(C(F)(F)F)ccc1N, CCN(C(C)C)C(C)C, CC1(C)Cc2c(c(C(=O)O)cc3nc(Nc4c(F)cccc4Cl)[nH]c23)O1, O=S(Cl)Cl. The product is Cc1cc(C(F)(F)F)ccc1NC(=O)c1cc2nc(Nc3c(F)cccc3Cl)[nH]c2c2c1OC(C)(C)C2. Reaction SMILES: [CH2:52]1[O:53][CH2:54][CH2:55][CH2:56]1.[CH3:31][c:32]1[c:33]([NH2:34])[cH:35][cH:36][c:37]([C:39]([F:40])([F:41])[F:42])[cH:38]1.[CH:43]([N:44]([CH2:45][CH3:46])[CH:47]([CH3:48])[CH3:49])([CH3:50])[CH3:51].[Cl:1][c:2]1[c:3]([NH:9][c:10]2[nH:11][c:12]3[c:13]([n:14]2)[cH:15][c:16]([C:24](=[O:25])[OH:26])[c:17]2[c:18]3[CH2:19][C:20]([CH3:22])([CH3:23])[O:21]2)[c:4]([F:8])[cH:5][cH:6][cH:7]1.[S:27]([Cl:28])([Cl:29])=[O:30]>>[Cl:1][c:2]1[c:3]([NH:9][c:10]2[nH:11][c:12]3[c:13]([n:14]2)[cH:15][c:16]([C:24](=[O:26])[NH:34][c:33]2[c:32]([CH3:31])[cH:38][c:37]([C:39]([F:40])([F:41])[F:42])[cH:36][cH:35]2)[c:17]2[c:18]3[CH2:19][C:20]([CH3:22])([CH3:23])[O:21]2)[c:4]([F:8])[cH:5][cH:6][cH:7]1. Starting materials: O=C1CCC(=O)N1Br, COC(=O)C(=O)c1ccccc1C, ClC(Cl)(Cl)Cl, [Hg]. Product: COC(=O)C(=O)c1ccccc1CBr. Reaction SMILES: [Br:14][N:15]1[C:16](=[O:17])[CH2:18][CH2:19][C:20]1=[O:21].[CH3:1][c:2]1[c:3]([C:8]([C:9](=[O:10])[O:11][CH3:12])=[O:13])[cH:4][cH:5][cH:6][cH:7]1.[Cl:22][C:23]([Cl:24])([Cl:25])[Cl:26].[Hg:27]>>[CH2:1]([c:2]1[c:3]([C:8]([C:9](=[O:10])[O:11][CH3:12])=[O:13])[cH:4][cH:5][cH:6][cH:7]1)[Br:14]. Product: C1(=CC=CC=C1)[C@@H](C(C)=O)CC(C)=O ((S)-3-Phenylhexane-2,5-dione). Reaction SMILES: [C:1]1([C@H:7]([CH2:11]C(O)=O)[C:8]([OH:10])=O)[CH:6]=[CH:5][CH:4]=[CH:3][CH:2]=1.[CH3:15][Li].C([O:19][CH2:20][CH3:21])C>>[C:1]1([C@H:7]([CH2:11][C:20](=[O:19])[CH3:21])[C:8](=[O:10])[CH3:15])[CH:2]=[CH:3][CH:4]=[CH:5][CH:6]=1. The reactants are C1(=CC=CC=C1)[C@@H](C(=O)O)CC(=O)O ((S)-2-phenylsuccinic acid), C[Li] (methyllithium), C(C)OCC (diethyl ether). Procedure: (S)-3-Phenylhexane-2,5-dione was synthesized from (S)-2-phenylsuccinic acid with methyllithium in diethyl ether. The analytical data apart from the optical rotation and CD corresponds to the product formed by means of PigD catalysis (FIGS. 10 and 16). The reactants are C1(CCCC1)N[C@H]1COC2=C(C1)C(=CC=C2F)OC ((R)-3-(N-cyclopentylamino)-8-fluoro-5-methoxy-3,4-dihydro-2H-1-benzopyran), C(CC)=O (propanal), [BH3-]C#N.[Na+] (NaCNBH3). The solvent is CO (methanol). Reaction conditions: time 8 hour. Yields the product C1(CCCC1)N(CCC)[C@H]1COC2=C(C1)C(=CC=C2F)OC ((R)-3-(N-Cyclopentyl-N-n-propylamino)-8-fluoro-5-methoxy-3,4-dihydro-2H-1-benzopyran). Isolated yield 97.0%. As a reaction SMILES: [CH:1]1([NH:6][C@@H:7]2[CH2:12][C:11]3[C:13]([O:18][CH3:19])=[CH:14][CH:15]=[C:16]([F:17])[C:10]=3[O:9][CH2:8]2)[CH2:5][CH2:4][CH2:3][CH2:2]1.[CH:20](=O)[CH2:21][CH3:22].[BH3-]C#N.[Na+]>CO>[CH:1]1([N:6]([C@@H:7]2[CH2:12][C:11]3[C:13]([O:18][CH3:19])=[CH:14][CH:15]=[C:16]([F:17])[C:10]=3[O:9][CH2:8]2)[CH2:20][CH2:21][CH3:22])[CH2:2][CH2:3][CH2:4][CH2:5]1 |f:2.3|. Procedure details: To the solution of (R)-3-(N-cyclopentylamino)-8-fluoro-5-methoxy-3,4-dihydro-2H-1-benzopyran in methanol (25mL) were propanal (2 g, 36 mmol) and NaCNBH3 (2 g, 40 mmol) added. The solution was stirred overnight to give the desired compound in a 97% yield according to GC. The solvent was removed in vacuo and the residue was worked up by extraction to give 3.7 g of the title compound as a colorless oil. GC/MS (70 eV) M=307 (40% ). Starting materials: NC1=CC=C(C=C1)N1C[C@H](CC1)CNC(OC(C)(C)C)=O (tert-Butyl (R)-[1-(4-aminophenyl)pyrrolidin-3-yl]methylcarbamate), C(=O)(N1C=NC=C1)N1C=NC=C1 (carbonyldiimidazole), ClC1=CC=C(C=C1)C1CCNCC1 (4-(4-chlorophenyl)piperidine). Product: ClC1=CC=C(C=C1)C1CCN(CC1)C(=O)NC1=CC=C(C=C1)N1C[C@H](CC1)CNC(OC(C)(C)C)=O (tert-Butyl (R)-[1-(4-{[4-(4-chlorophenyl)piperidine-1-carbonyl]amino}-phenyl)pyrrolidin-3-yl]methylcarbamate). As a reaction SMILES: [NH2:1][C:2]1[CH:7]=[CH:6][C:5]([N:8]2[CH2:12][CH2:11][C@H:10]([CH2:13][NH:14][C:15](=[O:21])[O:16][C:17]([CH3:20])([CH3:19])[CH3:18])[CH2:9]2)=[CH:4][CH:3]=1.[C:22]([N:29]1[CH:33]=[CH:32]N=[CH:30]1)(N1C=CN=C1)=[O:23].[Cl:34][C:35]1[CH:40]=[CH:39][C:38]([CH:41]2CCNC[CH2:42]2)=[CH:37][CH:36]=1>>[Cl:34][C:35]1[CH:40]=[CH:39][C:38]([CH:41]2[CH2:42][CH2:30][N:29]([C:22]([NH:1][C:2]3[CH:7]=[CH:6][C:5]([N:8]4[CH2:12][CH2:11][C@H:10]([CH2:13][NH:14][C:15](=[O:21])[O:16][C:17]([CH3:18])([CH3:20])[CH3:19])[CH2:9]4)=[CH:4][CH:3]=3)=[O:23])[CH2:33][CH2:32]2)=[CH:37][CH:36]=1. Procedure details: tert-Butyl (R)-[1-(4-aminophenyl)pyrrolidin-3-yl]methylcarbamate was reacted with carbonyldiimidazole and then with 4-(4-chlorophenyl)piperidine by method A. This resulted in the product with the molecular weight of 513.09 (C28H37ClN4O3); MS (ESI): 513 (M+H+).